describe an organic reaction: reactants, conditions, products, and yield From a dataset of the Open Reaction Database (ORD), a public repository of structured organic reaction records. The reactants are C1CCNCC1, CC(=O)O, COC(=O)c1ccc(C=O)cc1, O=C1CCc2ccccc21. Product: COC(=O)c1ccc(C=C2Cc3ccccc3C2=O)cc1. RXN SMILES: [CH2:23]1[CH2:24][CH2:25][NH:26][CH2:27][CH2:28]1.[CH3:29][C:30](=[O:31])[OH:32].[CH:11](=[O:12])[c:13]1[cH:14][cH:15][c:16]([C:17](=[O:18])[O:19][CH3:20])[cH:21][cH:22]1.[O:1]=[C:2]1[CH2:3][CH2:4][c:5]2[cH:6][cH:7][cH:8][cH:9][c:10]21>>[O:1]=[C:2]1[C:3](=[CH:11][c:13]2[cH:14][cH:15][c:16]([C:17](=[O:18])[O:19][CH3:20])[cH:21][cH:22]2)[CH2:4][c:5]2[cH:6][cH:7][cH:8][cH:9][c:10]21. Reactants: Cc1ccccc1, CC(=O)CC(O)CCSc1ccc(Cl)cc1, O=C(O)C(=O)O. Product: CC(=O)C=CCCSc1ccc(Cl)cc1. As a reaction SMILES: [CH3:23][c:24]1[cH:25][cH:26][cH:27][cH:28][cH:29]1.[Cl:1][c:2]1[cH:3][cH:4][c:5]([S:8][CH2:9][CH2:10][CH:11]([CH2:12][C:13]([CH3:14])=[O:15])[OH:16])[cH:6][cH:7]1.[OH:17][C:18]([C:19](=[O:20])[OH:21])=[O:22]>>[Cl:1][c:2]1[cH:3][cH:4][c:5]([S:8][CH2:9][CH2:10][CH:11]=[CH:12][C:13]([CH3:14])=[O:15])[cH:6][cH:7]1. Yields the product [C@@H]12N(C[C@@H](NC1)C2)C2=NC(=CC=1N2N=CN1)C1=CC(=NC=C1)N[C@@H](C)C1=CC=CC=C1 ((S)-{4-[5-((1S,4S)-2,5-Diaza-bicyclo[2.2.1]hept-2-yl)-[1,2,4]triazolo[1,5-c]pyrimidin-7-yl]-pyridin-2-yl}-(1-phenyl-ethyl)-amine). RXN SMILES: C(OC([N:8]1[CH2:13][CH:12]2[CH2:14][C:9]1=[CH:10][N:11]2[C:15]1[N:20]2[CH:21]=[N:22][N:23]=[C:19]2[CH:18]=[C:17]([C:24]2[CH:29]=[CH:28][N:27]=[C:26]([NH:30][CH:31]([C:33]3[CH:38]=[CH:37][CH:36]=[CH:35][CH:34]=3)[CH3:32])[CH:25]=2)[N:16]=1)=O)(C)(C)C.Cl>O1CCOCC1.CO>[C@H:12]12[CH2:14][C@H:9]([NH:8][CH2:13]1)[CH2:10][N:11]2[C:15]1[N:23]2[N:22]=[CH:21][N:20]=[C:19]2[CH:18]=[C:17]([C:24]2[CH:29]=[CH:28][N:27]=[C:26]([NH:30][C@H:31]([C:33]3[CH:38]=[CH:37][CH:36]=[CH:35][CH:34]=3)[CH3:32])[CH:25]=2)[N:16]=1. The solvent is O1CCOCC1 (dioxane). The reagents and catalysts are CO (methanol). Reactants: C(C)(C)(C)OC(=O)N1C2=CN(C(C1)C2)C2=NC(=CC=1N2C=NN1)C1=CC(=NC=C1)NC(C)C1=CC=CC=C1 (5-{7-[2-(1-phenyl-ethylamino)-pyridin-4-yl]-[1,2,4]triazolo[4,3-c)pyrimidin-5-yl}-2,5-diaza-bicyclo[2.2.1]heptene-2-carboxylic acid tert-butyl ester), Cl (HCl). Procedure: To 5-{7-[2-(1-phenyl-ethylamino)-pyridin-4-yl]-[1,2,4]triazolo[4,3-c)pyrimidin-5-yl}-2,5-diaza-bicyclo[2.2.1]heptene-2-carboxylic acid tert-butyl ester (0.022 g, 0.043 mmol) were added 4N HCl (1 mL) in dioxane and a few drops of methanol. After 1 h, the reaction was concentrated in vacuo and the residue was taken up in water and extracted with ethyl acetate. The aqueous layer was neutralized with saturated sodium bicarbonate and extracted with chloroform (3×). The combined organic extract was dr... Run at time 1 hour. Starting materials: [N+](=O)([O-])C1=CC=C(C=C1)S(=O)(=O)Cl (4-nitrobenzenesulfonyl chloride), BrC1=CC2=C(NC=N2)C=C1 (5-Bromo-1H-benzimidazole), [H-].[Na+] (Sodium hydride), O (water). Solvent: C(C)(=O)OCC (Ethyl acetate), CO (methanol), CN(C)C=O (DMF), C(Cl)Cl (DCM), CN(C)C=O (DMF). Conditions: time 8 hour. Product: BrC=1C=CC2=C(N(C=N2)S(=O)(=O)C2=CC=C(C=C2)[N+](=O)[O-])C1 (6-Bromo-1-[(4-nitrophenyl)sulfonyl]-1H-benzimidazole). As a reaction SMILES: [Br:1][C:2]1[CH:10]=[CH:9][C:5]2[NH:6][CH:7]=[N:8][C:4]=2[CH:3]=1.[H-].[Na+].[N+:13]([C:16]1[CH:21]=[CH:20][C:19]([S:22](Cl)(=[O:24])=[O:23])=[CH:18][CH:17]=1)([O-:15])=[O:14].O>CN(C=O)C.C(Cl)Cl.CO.C(OCC)(=O)C>[Br:1][C:2]1[CH:10]=[CH:9][C:5]2[N:6]=[CH:7][N:8]([S:22]([C:19]3[CH:18]=[CH:17][C:16]([N+:13]([O-:15])=[O:14])=[CH:21][CH:20]=3)(=[O:23])=[O:24])[C:4]=2[CH:3]=1 |f:1.2|. Procedure details: 5-Bromo-1H-benzimidazole (756 mg) was dissolved in anhydrous DMF (3 ml) and cooled in an ice bath. Sodium hydride (60% in mineral oil) (153 mg) was added in one portion. The reaction was stirred for 1 h, before addition of 4-nitrobenzenesulfonyl chloride (850 mg) in DMF (2 ml) to the reaction. The reaction was stirred for a further hour before warming to RT and addition of water (10 ml). The reaction was stirred vigorously then left at RT overnight. Ethyl acetate (ca. 10 ml) was added to the rea... Starting materials: BrCCBr, COc1cccc(Br)c1, Cl, O=C(C(F)(F)F)C(F)(F)F, [Mg], C1CCOC1, O. Yields the product COc1cccc(C(O)(C(F)(F)F)C(F)(F)F)c1. As a reaction SMILES: [Br:11][CH2:12][CH2:13][Br:14].[Br:2][c:3]1[cH:4][c:5]([O:9][CH3:10])[cH:6][cH:7][cH:8]1.[ClH:25].[F:15][C:16]([F:17])([F:18])[C:19](=[O:20])[C:21]([F:22])([F:23])[F:24].[Mg:1].[O:26]1[CH2:27][CH2:28][CH2:29][CH2:30]1.[OH2:31]>>[c:3]1([C:19]([C:16]([F:15])([F:17])[F:18])([OH:20])[C:21]([F:22])([F:23])[F:24])[cH:4][c:5]([O:9][CH3:10])[cH:6][cH:7][cH:8]1. Starting materials: Cc1cc(Br)c2oc(C=O)c(Cc3ccccc3)c2c1, C1CCOC1, I, [NH4+], [OH-]. RXN SMILES: [CH2:1]([c:2]1[cH:3][cH:4][cH:5][cH:6][cH:7]1)[c:8]1[c:9]([CH:19]=[O:20])[o:10][c:11]2[c:12]1[cH:13][c:14]([CH3:18])[cH:15][c:16]2[Br:17].[CH2:24]1[O:25][CH2:26][CH2:27][CH2:28]1.[I:23].[NH4+:21].[OH-:22]>>[CH2:1]([c:2]1[cH:3][cH:4][cH:5][cH:6][cH:7]1)[c:8]1[c:9]([C:19]#[N:21])[o:10][c:11]2[c:12]1[cH:13][c:14]([CH3:18])[cH:15][c:16]2[Br:17]. The product is Cc1cc(Br)c2oc(C#N)c(Cc3ccccc3)c2c1. Starting materials: [N+](=O)([O-])C1=CC=C(C=C1)C=1C(=NN(C1)C1=CC=CC=C1)CC(=O)O ([4-(4-nitrophenyl)-1-phenyl-3-pyrazolyl]acetic acid). Reagents/catalysts: [Ni] (Raney nickel). The solvent is COCCO (glycol monomethyl ether). Yields the product NC1=CC=C(C=C1)C=1C(=NN(C1)C1=CC=CC=C1)CC(=O)O ([4-(4-Aminophenyl)-1-phenyl-3-pyrazolyl]acetic acid). RXN SMILES: [N+:1]([C:4]1[CH:9]=[CH:8][C:7]([C:10]2[C:11]([CH2:21][C:22]([OH:24])=[O:23])=[N:12][N:13]([C:15]3[CH:20]=[CH:19][CH:18]=[CH:17][CH:16]=3)[CH:14]=2)=[CH:6][CH:5]=1)([O-])=O>[Ni].COCCO>[NH2:1][C:4]1[CH:5]=[CH:6][C:7]([C:10]2[C:11]([CH2:21][C:22]([OH:24])=[O:23])=[N:12][N:13]([C:15]3[CH:20]=[CH:19][CH:18]=[CH:17][CH:16]=3)[CH:14]=2)=[CH:8][CH:9]=1. Procedure details: 210 mg. of [4-(4-nitrophenyl)-1-phenyl-3-pyrazolyl]acetic acid are reacted with 20 ml. of glycol monomethyl ether and 1 g. of Raney nickel and hydrogenated at room temperature under normal pressure. The reaction is worked up as described in Example 17(c). [4-(4-Aminophenyl)-1-phenyl-3-pyrazolyl]acetic acid is obtained.